Dataset: the Open Reaction Database (ORD), a public repository of structured organic reaction records. Task: describe an organic reaction: reactants, conditions, products, and yield The reactants are ClCC(C(=O)C1=CC=C(C=C1)F)C (3-chloro-4'-fluoro-2-methylpropiophenone), S(O)(O)(=O)=O (sulfuric acid). Run at temperature 50 celsius, time 3 hour. Product: FC=1C=C2CC(C(C2=CC1)=O)C (5-fluoro-2-methyl-1-indanone). As a reaction SMILES: Cl[CH2:2][CH:3]([CH3:13])[C:4]([C:6]1[CH:11]=[CH:10][C:9]([F:12])=[CH:8][CH:7]=1)=[O:5].S(=O)(=O)(O)O>>[F:12][C:9]1[CH:8]=[C:7]2[C:6](=[CH:11][CH:10]=1)[C:4](=[O:5])[CH:3]([CH3:13])[CH2:2]2. Procedure details: Ten grams (0.05 mole) of 3-chloro-4'-fluoro-2-methylpropiophenone is added to 20 ml. of concentrated sulfuric acid at 20°-25°C and the mixture is warmed to 50°C. After stirring for three hours at 50°C, the reaction is quenched in ice. The product is extracted into hexane. The hexane layer is concentrated in vacuo to give 5-fluoro-2-methyl-1-indanone. Starting materials: C(#C)C1=CC=2C3=C(NC2C=N1)N=CC(=C3)C3=CC=C(C=C3)CN3CCCCC3 (6-ethynyl-3-(4-piperidin-1-ylmethylphenyl)-9H-dipyrido[2,3-b;4′,3′-d]pyrrole), N(=[N+]=[N-])CC1=CC=CC=C1 (azidomethyl-benzene). The reagents and catalysts are [Cu]I (copper (I) iodide). Solvent: CN(C=O)C (N,N-dimethylformamide), C(Cl)Cl (DCM), CO (methanol). Conditions: temperature 60 celsius. Yields the product C(C1=CC=CC=C1)N1N=NC(=C1)C1=CC=2C3=C(NC2C=N1)N=CC(=C3)C3=CC=C(C=C3)CN3CCCCC3 (6-(1-Benzyl-1H-1,2,3-triazol-4-yl)-3-(4-piperidin-1-ylmethylphenyl)-9H-dipyrido[2,3-b;4′,3′-d]pyrrole). The yield is 20.0%. As a reaction SMILES: [C:1]([C:3]1[N:11]=[CH:10][C:9]2[NH:8][C:7]3[N:12]=[CH:13][C:14]([C:16]4[CH:21]=[CH:20][C:19]([CH2:22][N:23]5[CH2:28][CH2:27][CH2:26][CH2:25][CH2:24]5)=[CH:18][CH:17]=4)=[CH:15][C:6]=3[C:5]=2[CH:4]=1)#[CH:2].[N:29]([CH2:32][C:33]1[CH:38]=[CH:37][CH:36]=[CH:35][CH:34]=1)=[N+:30]=[N-:31]>CN(C)C=O.C(Cl)Cl.CO.[Cu]I>[CH2:32]([N:29]1[CH:2]=[C:1]([C:3]2[N:11]=[CH:10][C:9]3[NH:8][C:7]4[N:12]=[CH:13][C:14]([C:16]5[CH:17]=[CH:18][C:19]([CH2:22][N:23]6[CH2:28][CH2:27][CH2:26][CH2:25][CH2:24]6)=[CH:20][CH:21]=5)=[CH:15][C:6]=4[C:5]=3[CH:4]=2)[N:31]=[N:30]1)[C:33]1[CH:38]=[CH:37][CH:36]=[CH:35][CH:34]=1. Procedure details: A mixture of 6-ethynyl-3-(4-piperidin-1-ylmethylphenyl)-9H-dipyrido[2,3-b;4′,3′-d]pyrrole (90 mg, 0.2 mmol), copper (I) iodide (4.7 mg, 0.02 mmol), and azidomethyl-benzene (36 mg, 0.27 mmol) in N,N-dimethylformamide (2 mL) was heated at 60° C. for 2 h. The cooled reaction mixture was diluted with DCM (20 mL) and methanol (2 mL) and washed with water (15 mL). The organic phase was separated, dried over sodium sulfate, filtered and evaporated in vacuo to afford a residue that was purified by prepa... The reactants are [OH-].[Na+] (sodium hydroxide), OC1=C(C=CC=C1)CCC(=O)NCCCN1CCOCC1 (3-(2-hydroxyphenyl)-N-(3-morpholinopropyl)propanamide), Cl (hydrochloric acid), BrCCCCCCCCCCCCCCCCCC (1-bromooctadecane). Solvent: CS(=O)C (dimethylsulfoxide), O (water). Run at temperature 80 celsius, time 2.5 hour. Product: O1CCN(CC1)CCCNC(CCC1=C(C=CC=C1)OCCCCCCCCCCCCCCCCCC)=O (N-(3-Morpholinopropyl)-3-[2-(octadecyloxy)phenyl]propanamide). The yield is 41.1%. As a reaction SMILES: [OH-].[Na+].[OH:3][C:4]1[CH:9]=[CH:8][CH:7]=[CH:6][C:5]=1[CH2:10][CH2:11][C:12]([NH:14][CH2:15][CH2:16][CH2:17][N:18]1[CH2:23][CH2:22][O:21][CH2:20][CH2:19]1)=[O:13].Br[CH2:25][CH2:26][CH2:27][CH2:28][CH2:29][CH2:30][CH2:31][CH2:32][CH2:33][CH2:34][CH2:35][CH2:36][CH2:37][CH2:38][CH2:39][CH2:40][CH2:41][CH3:42].Cl>CS(C)=O.O>[O:21]1[CH2:22][CH2:23][N:18]([CH2:17][CH2:16][CH2:15][NH:14][C:12](=[O:13])[CH2:11][CH2:10][C:5]2[CH:6]=[CH:7][CH:8]=[CH:9][C:4]=2[O:3][CH2:42][CH2:41][CH2:40][CH2:39][CH2:38][CH2:37][CH2:36][CH2:35][CH2:34][CH2:33][CH2:32][CH2:31][CH2:30][CH2:29][CH2:28][CH2:27][CH2:26][CH3:25])[CH2:19][CH2:20]1 |f:0.1|. Reported procedure: 10% sodium hydroxide aqueous solution (7.21 g) was added to a solution containing 3-(2-hydroxyphenyl)-N-(3-morpholinopropyl)propanamide (2.60 g) obtained in Example 5(1) in dimethylsulfoxide (36 ml). The mixture was heated up to 80° C. and 1-bromooctadecane (2.97 g) was added thereto. After being stirred for 2.5 hours at 80° C., the reaction mixture, with water added thereto, was neutralized with 1N hydrochloric acid. The deposited solid was corrected by filtration and washed with water. This so... Starting materials: NC1=NNC2=NC=NC(=C21)NC2=CC(=CC=C2)Cl (3-amino-4-(3-chlorophenylamino)-1H-pyrazolo[3,4-d]pyrimidine), C(C)(=O)O (acetic acid), S1C(=CC=C1)C=O (thiophene-2-carbaldehyde). The solvent is CO (methanol). Yields the product ClC=1C=C(C=CC1)NC1=C2C(=NC=N1)NN=C2N=CC=2SC=CC2 (4-(3-chloro-phenylamino)-3-[(thien-2-yl)-methyleneamino]-1H-pyrazolo[3,4-d]pyrimidine). RXN SMILES: [NH2:1][C:2]1[C:10]2[C:5](=[N:6][CH:7]=[N:8][C:9]=2[NH:11][C:12]2[CH:17]=[CH:16][CH:15]=[C:14]([Cl:18])[CH:13]=2)[NH:4][N:3]=1.C(O)(=O)C.[S:23]1[CH:27]=[CH:26][CH:25]=[C:24]1[CH:28]=O>CO>[Cl:18][C:14]1[CH:13]=[C:12]([NH:11][C:9]2[N:8]=[CH:7][N:6]=[C:5]3[NH:4][N:3]=[C:2]([N:1]=[CH:28][C:24]4[S:23][CH:27]=[CH:26][CH:25]=4)[C:10]=23)[CH:17]=[CH:16][CH:15]=1. Procedure details: Analogously to Example 32,261 mg (1.00 mmol) of 3-amino-4-(3-chlorophenylamino)-1H-pyrazolo[3,4-d]pyrimidine (see Step 1.6) and 180 mg of acetic acid are dissolved in 26 ml of methanol and reacted with 168 mg (1.5 mmol) of thiophene-2-carbaldehyde to form 4-(3-chloro-phenylamino)-3-[(thien-2-yl)-methyleneamino]-1H-pyrazolo[3,4-d]pyrimidine. Reduction of the above intermediate in 0.15 ml of DMEU with 8 ml (8 mmol) of DIBAL-H, analogous working-up and crystallization from ethyl acetate yield 4-(3-... Reactants: COC(C(C=C(C)C)=O)=O (4-methyl-2-oxo-3-pentenoic acid methyl ester), C[Si](Cl)(C)C (trimethylchlorosilane), Cl (hydrochloric acid), COC=1C=C(C=CC1)[Mg]Br (3-methoxyphenylmagnesium bromide). Run in O1CCCC1 (tetrahydrofuran), CN1C(N(CCC1)C)=O (1,3-dimethyl-tetrahydro-2-1H-pyrimidinone), C(C)(=O)OCC (ethyl acetate), O1CCCC1 (tetrahydrofuran). Conditions: temperature -40 celsius, time 20 minute. Yields the product COC=1C=C(C=CC1)C(CC(C(=O)O)=O)(C)C (4-(3-methoxyphenyl)-4-methyl-2-oxo-valeric acid). Reaction SMILES: [CH3:1][O:2][C:3]1[CH:4]=[C:5]([Mg]Br)[CH:6]=[CH:7][CH:8]=1.C[O:12][C:13](=[O:20])[C:14](=[O:19])[CH:15]=[C:16]([CH3:18])[CH3:17].C[Si](C)(C)Cl.Cl>O1CCCC1.C(OCC)(=O)C.CN1CCCN(C)C1=O>[CH3:1][O:2][C:3]1[CH:4]=[C:5]([C:16]([CH3:18])([CH3:17])[CH2:15][C:14](=[O:19])[C:13]([OH:20])=[O:12])[CH:6]=[CH:7][CH:8]=1. Procedure details: 4.2 ml of a 0.6 m solution of 3-methoxyphenylmagnesium bromide in tetrahydrofuran is mixed at −70° C. with 257 mg of copper bromide-dimethylsulfide complex and then stirred at −40° C. for 20 minutes. It is cooled again to −70° C., and 0.33 ml of 1,3-dimethyl-tetrahydro-2-1H-pyrimidinone and a mixture of 400 mg of 4-methyl-2-oxo-3-pentenoic acid methyl ester (Liebigs Annalen [Liebigs Annals] 1974, 477) and 0.71 ml of trimethylchlorosilane in 3.5 ml of tetrahydrofuran are slowly added. It is stirr... As a reaction SMILES: [C:27].[CH3:25][OH:26].[Cl:1][c:2]1[c:3](=[O:22])[nH:4][n:5][c:6]([O:19][CH2:20][CH3:21])[c:7]1[NH:8][CH:9]1[CH:10]([CH3:18])[CH:11]2[C:12]([CH3:16])([CH3:17])[CH:13]([CH2:14]1)[CH2:15]2.[H:23][H:24].[Pd:28]>>[cH:2]1[c:3](=[O:22])[nH:4][n:5][c:6]([O:19][CH2:20][CH3:21])[c:7]1[NH:8][CH:9]1[CH:10]([CH3:18])[CH:11]2[C:12]([CH3:16])([CH3:17])[CH:13]([CH2:14]1)[CH2:15]2. Yields the product CCOc1n[nH]c(=O)cc1NC1CC2CC(C1C)C2(C)C. Starting materials: C, CO, CCOc1n[nH]c(=O)c(Cl)c1NC1CC2CC(C1C)C2(C)C, [H][H], [Pd]. The reactants are OC1=CC=C(C=C(Cl)Cl)C=C1 (p-hydroxy-β,β-dichlorostyrene), CO (methanol), [OH-].[Na+] (sodium hydroxide), Cl (hydrochloric acid). Product: OC1=CC=C(C=C1)CC(=O)O (p-hydroxyphenylacetic acid). Isolated yield 94.5%. Reaction SMILES: [OH:1][C:2]1[CH:11]=[CH:10][C:5]([CH:6]=[C:7](Cl)Cl)=[CH:4][CH:3]=1.[OH-:12].[Na+].Cl.C[OH:16]>>[OH:1][C:2]1[CH:11]=[CH:10][C:5]([CH2:6][C:7]([OH:16])=[O:12])=[CH:4][CH:3]=1 |f:1.2|. Procedure: In an autoclave were placed 0.5 g of p-hydroxy-β,β-dichlorostyrene ##STR12## 1.0 g of sodium hydroxide and 5 ml of methanol. The mixture was heated at 120°-130° C. for 4 hours. Then the methanol was distilled off. To the residue was added 10 ml of water and the mixture was refluxed for 30 minutes. After completion of the reaction, the reaction mixture was acidified by concentrated hydrochloric acid and was extracted three times with 10 ml of ether. The extract was dried over anhydrous magnesium ... Procedure: A mixture in which methylene chloride (10 mL) and a saturated brine (10 mL) were added to methyl 3-{[5-(4-carbamimidoyl-3-fluorophenyl)-4-methylpyridin-2-yl]oxy}-2,2-dimethylpropanoate acetic acid salt (300 mg), 1-bromo-3-cyclopropylpropan-2-one (190 mg) and potassium carbonate (346 mg) was stirred at 40° C. for 5 hours. The organic layer was separated, dried over anhydrous sodium sulfate, and concentrated under reduced pressure. The obtained residue was purified by silica gel column chromatogra... Reaction SMILES: C(Cl)Cl.C(O)(=O)C.[C:8]([C:11]1[CH:16]=[CH:15][C:14]([C:17]2[C:18]([CH3:32])=[CH:19][C:20]([O:23][CH2:24][C:25]([CH3:31])([CH3:30])[C:26]([O:28][CH3:29])=[O:27])=[N:21][CH:22]=2)=[CH:13][C:12]=1[F:33])(=[NH:10])[NH2:9].Br[CH2:35][C:36](=O)[CH2:37][CH:38]1[CH2:40][CH2:39]1.C(=O)([O-])[O-].[K+].[K+]>[Cl-].[Na+].O>[CH:38]1([CH2:37][C:36]2[NH:9][C:8]([C:11]3[CH:16]=[CH:15][C:14]([C:17]4[C:18]([CH3:32])=[CH:19][C:20]([O:23][CH2:24][C:25]([CH3:30])([CH3:31])[C:26]([O:28][CH3:29])=[O:27])=[N:21][CH:22]=4)=[CH:13][C:12]=3[F:33])=[N:10][CH:35]=2)[CH2:40][CH2:39]1 |f:1.2,4.5.6,7.8.9|. Run at temperature 40 celsius, time 5 hour. Isolated yield 79.3%. The solvent is [Cl-].[Na+].O (brine). Reactants: C(Cl)Cl (methylene chloride), C(C)(=O)O.C(N)(=N)C1=C(C=C(C=C1)C=1C(=CC(=NC1)OCC(C(=O)OC)(C)C)C)F (methyl 3-{[5-(4-carbamimidoyl-3-fluorophenyl)-4-methylpyridin-2-yl]oxy}-2,2-dimethylpropanoate acetic acid salt), BrCC(CC1CC1)=O (1-bromo-3-cyclopropylpropan-2-one), C([O-])([O-])=O.[K+].[K+] (potassium carbonate). Product: C1(CC1)CC1=CN=C(N1)C1=C(C=C(C=C1)C=1C(=CC(=NC1)OCC(C(=O)OC)(C)C)C)F (methyl 3-[(5-{4-[5-(cyclopropylmethyl)-1H-imidazol-2-yl]-3-fluorophenyl}-4-methylpyridin-2-yl)oxy]-2,2-dimethylpropanoate).